Dataset: the Open Reaction Database (ORD), a public repository of structured organic reaction records. Task: describe an organic reaction: reactants, conditions, products, and yield Starting materials: O=Cc1cccc(CBr)c1, Cc1noc(C)c1Cn1cc(N2C(=O)CNC2=O)cn1, CS(C)=O. Product: Cc1noc(C)c1Cn1cc(N2C(=O)CN(Cc3cccc(C=O)c3)C2=O)cn1. RXN SMILES: [Br:21][CH2:22][c:23]1[cH:24][c:25]([CH:26]=[O:27])[cH:28][cH:29][cH:30]1.[CH3:1][c:2]1[n:3][o:4][c:5]([CH3:20])[c:6]1[CH2:7][n:8]1[n:9][cH:10][c:11]([N:13]2[C:14](=[O:19])[NH:15][CH2:16][C:17]2=[O:18])[cH:12]1.[CH3:31][S:32]([CH3:33])=[O:34]>>[CH3:1][c:2]1[n:3][o:4][c:5]([CH3:20])[c:6]1[CH2:7][n:8]1[n:9][cH:10][c:11]([N:13]2[C:14](=[O:19])[N:15]([CH2:22][c:23]3[cH:24][c:25]([CH:26]=[O:27])[cH:28][cH:29][cH:30]3)[CH2:16][C:17]2=[O:18])[cH:12]1. Reactants: Nc1ncnn2c(C3CN4CCNCC4CO3)cc(-c3ccc4cn(Cc5ccccc5)nc4c3)c12, CN(C)C(=O)CCl, [I-], [K+], [K+], [K+], O=C([O-])[O-], CN(C)C=O. The product is CN(C)C(=O)CN1CCN2CC(c3cc(-c4ccc5cn(Cc6ccccc6)nc5c4)c4c(N)ncnn34)OCC2C1. As a reaction SMILES: [CH2:1]([c:2]1[cH:3][cH:4][cH:5][cH:6][cH:7]1)[n:8]1[n:9][c:10]2[cH:11][c:12](-[c:17]3[cH:18][c:19]([CH:27]4[CH2:28][N:29]5[CH:30]([CH2:31][O:32]4)[CH2:33][NH:34][CH2:35][CH2:36]5)[n:20]4[n:21][cH:22][n:23][c:24]([NH2:26])[c:25]34)[cH:13][cH:14][c:15]2[cH:16]1.[Cl:45][CH2:46][C:47](=[O:48])[N:49]([CH3:50])[CH3:51].[I-:44].[K+:37].[K+:38].[K+:43].[O-:39][C:40]([O-:41])=[O:42].[O:52]=[CH:53][N:54]([CH3:55])[CH3:56]>>[CH2:1]([c:2]1[cH:3][cH:4][cH:5][cH:6][cH:7]1)[n:8]1[n:9][c:10]2[cH:11][c:12](-[c:17]3[cH:18][c:19]([CH:27]4[CH2:28][N:29]5[CH:30]([CH2:31][O:32]4)[CH2:33][N:34]([CH2:46][C:47](=[O:48])[N:49]([CH3:50])[CH3:51])[CH2:35][CH2:36]5)[n:20]4[n:21][cH:22][n:23][c:24]([NH2:26])[c:25]34)[cH:13][cH:14][c:15]2[cH:16]1. Reactants: CC(=O)O, O=C([O-])O, CC(=O)O, CO, [K+], COc1cc(O)c(CC2OC2(C)C)cc1O. The product is COc1cc2c(cc1O)CC(C(C)(C)O)O2. Reaction SMILES: [C:1]([OH:2])(=[O:3])[CH3:4].[C:25](=[O:26])([O-:27])[OH:28].[C:5]([OH:6])(=[O:7])[CH3:8].[CH3:30][OH:31].[K+:29].[O:9]1[CH:10]([CH2:11][c:12]2[c:13]([OH:21])[cH:14][c:15]([O:19][CH3:20])[c:16]([OH:17])[cH:18]2)[C:22]1([CH3:23])[CH3:24]>>[OH:9][C:22]([CH:10]1[CH2:11][c:12]2[c:13]([cH:14][c:15]([O:19][CH3:20])[c:16]([OH:17])[cH:18]2)[O:21]1)([CH3:23])[CH3:24]. Starting materials: ClC1=C(C=CC=C1)C=1C(=CC(=NC1)F)C1=CC=C(C=C1)Cl (5-(2-chlorophenyl)-4-(4-chlorophenyl)-2-fluoropyridine), NN (hydrazine). Solvent: N1=CC=CC=C1 (pyridine). Run at temperature 90 celsius, time 1 hour. Yields the product ClC1=C(C=CC=C1)C=1C(=CC(=NC1)NN)C1=CC=C(C=C1)Cl (5-(2-chlorophenyl)-4-(4-chlorophenyl)-2-hydrazinylpyridine). The yield is 85.0%. Reaction SMILES: [Cl:1][C:2]1[CH:7]=[CH:6][CH:5]=[CH:4][C:3]=1[C:8]1[C:9]([C:15]2[CH:20]=[CH:19][C:18]([Cl:21])=[CH:17][CH:16]=2)=[CH:10][C:11](F)=[N:12][CH:13]=1.[NH2:22][NH2:23]>N1C=CC=CC=1>[Cl:1][C:2]1[CH:7]=[CH:6][CH:5]=[CH:4][C:3]=1[C:8]1[C:9]([C:15]2[CH:20]=[CH:19][C:18]([Cl:21])=[CH:17][CH:16]=2)=[CH:10][C:11]([NH:22][NH2:23])=[N:12][CH:13]=1. Reported procedure: To a suspension of 5-(2-chlorophenyl)-4-(4-chlorophenyl)-2-fluoropyridine (0.32 g, 1 mmol) in pyridine (4 mL) at room temperature was added anhydrous hydrazine (1 mL). The resulting mixture was stirred at 90° C. for 1 hour. Analysis by HPLC/MS indicated the reaction was complete. After cooling to room temperature, the reaction mixture was concentrated under reduced pressure. To the residue was added water, and the resulting suspension was extracted with EtOAc (50 mL×3). The combined EtOAc extrac... Reaction SMILES: [Br:1][c:2]1[n:3][cH:4][c:5]([Br:8])[cH:6][cH:7]1.[CH3:12][N:13]([CH3:14])[CH:15]=[O:16].[CH3:17][CH2:18][O:19][C:20](=[O:21])[CH3:22].[Cu:9][C:10]#[N:11]>>[c:2]1([C:10]#[N:11])[n:3][cH:4][c:5]([Br:8])[cH:6][cH:7]1. The reactants are Brc1ccc(Br)nc1, CN(C)C=O, CCOC(C)=O, N#C[Cu]. Yields the product N#Cc1ccc(Br)cn1. Starting materials: CC=1C(=NC(=NC1)NC=1C=NN(C1)C)C#CC1=C(C=CC=C1)CC(=O)[O-] (2-((5-methyl-2-((1-methyl-1H-pyrazol-4-yl)amino)pyrimidin-4-ylethynyl)phenyl)acetate), CN(C)C=O (DMF). The reagents and catalysts are [Pd] (Pd/C). Run in CCN(CC)CC (Et3N). Run at time 18 hour. Yields the product CC=1C(=NC(=NC1)NC=1C=NN(C1)C)CCC1=C(C=CC=C1)CC(=O)OC (Methyl 2-(2-(2-(5-methyl-2-((1-methyl-1H-pyrazol-4-yl)amino)pyrimidin-4-yl)ethyl)phenyl)acetate), solid. Yield: 83.0%. RXN SMILES: [CH3:1][C:2]1[C:3]([C:15]#[C:16][C:17]2[CH:22]=[CH:21][CH:20]=[CH:19][C:18]=2[CH2:23][C:24]([O-:26])=[O:25])=[N:4][C:5]([NH:8][C:9]2[CH:10]=[N:11][N:12]([CH3:14])[CH:13]=2)=[N:6][CH:7]=1.[CH3:27]N(C=O)C>CCN(CC)CC.[Pd]>[CH3:1][C:2]1[C:3]([CH2:15][CH2:16][C:17]2[CH:22]=[CH:21][CH:20]=[CH:19][C:18]=2[CH2:23][C:24]([O:26][CH3:27])=[O:25])=[N:4][C:5]([NH:8][C:9]2[CH:10]=[N:11][N:12]([CH3:14])[CH:13]=2)=[N:6][CH:7]=1. Procedure: 10% Pd/C (53% water; 0.020 g) was added to a solution of methyl 2-(2-((5-methyl-2-((1-methyl-1H-pyrazol-4-yl)amino)pyrimidin-4-ylethynyl)phenyl)acetate (A115) (0.115 g, 0.318 mmol) in DMF (5 mL) and Et3N (0.5 mL) and the resulting suspension placed under a hydrogen atmosphere and stirred at room temperature for 18 hours. The mixture was filtered through Celite, washing with EtOAc (250 mL). The combined filtrates were washed with water (100 mL) then brine (100 mL) and the washing repeated 3 times...